Dataset: the Open Reaction Database (ORD), a public repository of structured organic reaction records. Task: describe an organic reaction: reactants, conditions, products, and yield Starting materials: CCO, CCC(=CC(N)CO)c1ccc(Cl)cc1. Yields the product CCC(CC(N)CO)c1ccc(Cl)cc1. Reaction SMILES: [CH3:16][CH2:17][OH:18].[NH2:1][CH:2]([CH2:3][OH:4])[CH:5]=[C:6]([CH2:7][CH3:8])[c:9]1[cH:10][cH:11][c:12]([Cl:15])[cH:13][cH:14]1>>[NH2:1][CH:2]([CH2:3][OH:4])[CH2:5][CH:6]([CH2:7][CH3:8])[c:9]1[cH:10][cH:11][c:12]([Cl:15])[cH:13][cH:14]1. Reactants: CS(=O)(=O)OCC=1C=NC(=CC1)OC ((6-methoxypyridin-3-yl)methyl methanesulfonate), [C-]#N.[Na+] (sodium cyanide). Run in C(C)#N (acetonitrile). Product: COC1C=CC(=CN1)CC#N (2-(6-methoxy-1,6-dihydropyridin-3-yl)acetonitrile). The yield is 86.8%. Reaction SMILES: CS(O[CH2:6][C:7]1[CH:8]=[N:9][C:10]([O:13][CH3:14])=[CH:11][CH:12]=1)(=O)=O.[C-:15]#[N:16].[Na+]>C(#N)C>[CH3:14][O:13][CH:10]1[NH:9][CH:8]=[C:7]([CH2:6][C:15]#[N:16])[CH:12]=[CH:11]1 |f:1.2|. Reported procedure: A solution of (6-methoxypyridin-3-yl)methyl methanesulfonate (1.4 g, 6.14 mmol) in acetonitrile (13 mL) was treated with sodium cyanide (0.752 g, 15.3 mmol) dropwise and the reaction mixture was heated at reflux for 48 h. After this time, the reaction was cooled and concentrated. The residue was purified by column chromatography (silica, hexanes/ethyl acetate) to afford the title compound (0.800 g, 57%) as a white solid. MW=150.18. 1H NMR (CD3OD, 300 MHz) δ 8.12-8.09 (m, 1H), 7.68 (dd, J1=10.9 H...